This data is from the Open Reaction Database (ORD), a public repository of structured organic reaction records. The task is: describe an organic reaction: reactants, conditions, products, and yield Starting materials: CCCC[Sn](CCCC)(CCCC)c1nccs1, COC(=O)c1cc(S(C)(=O)=O)ccc1I. Product: COC(=O)c1cc(S(C)(=O)=O)ccc1-c1nccs1. RXN SMILES: [CH2:16]([Sn:17]([CH2:18][CH2:19][CH2:20][CH3:26])([c:21]1[s:22][cH:23][cH:24][n:25]1)[CH2:27][CH2:28][CH2:29][CH3:30])[CH2:31][CH2:32][CH3:33].[CH3:1][O:2][C:3]([c:4]1[c:5]([I:14])[cH:6][cH:7][c:8]([S:10](=[O:11])(=[O:12])[CH3:13])[cH:9]1)=[O:15]>>[CH3:1][O:2][C:3]([c:4]1[c:5](-[c:21]2[s:22][cH:23][cH:24][n:25]2)[cH:6][cH:7][c:8]([S:10](=[O:11])(=[O:12])[CH3:13])[cH:9]1)=[O:15]. Reactants: C[O-].[Na+] (Sodium Methoxide), C1(=CC=CC=C1)CCCNS(=O)(=O)C1=C(C=CC=C1OC)CC(=O)OCC (ethyl 2-[(N-3-phenylpropylamino)-sulfonyl]-3-methoxyphenylacetate), C[O-].[Na+] (sodium methoxide). Run in CCOC(=O)C (EtOAc), O (H2O), C1(=CC=CC=C1)C (toluene). Product: COC=1C=CC2=C(CC(N(S2(=O)=O)CCCC2=CC=CC=C2)=O)C1 (6-methoxy-2-(3-phenylpropyl)-3-oxo-3,4-dihydro-2H-1,2-benzothiazine-1,1-dioxide). Reaction SMILES: [CH3:1][O-:2].[Na+].[C:4]1([CH2:10][CH2:11][CH2:12][NH:13][S:14]([C:17]2[C:22](OC)=[CH:21][CH:20]=[CH:19][C:18]=2[CH2:25][C:26]([O:28]CC)=O)(=[O:16])=[O:15])[CH:9]=[CH:8][CH:7]=[CH:6][CH:5]=1>C1(C)C=CC=CC=1.CCOC(C)=O.O>[CH3:1][O:2][C:20]1[CH:21]=[CH:22][C:17]2[S:14](=[O:15])(=[O:16])[N:13]([CH2:12][CH2:11][CH2:10][C:4]3[CH:5]=[CH:6][CH:7]=[CH:8][CH:9]=3)[C:26](=[O:28])[CH2:25][C:18]=2[CH:19]=1 |f:0.1|. Procedure details: Sodium Methoxide (280 mg, 5.1 mmol) and ethyl 2-[(N-3-phenylpropylamino)-sulfonyl]-3-methoxyphenylacetate (2.0 g, 5.1 mmol) are dissolved in toluene (200 mL) and the resulting solution is refluxed for 24 hours. An additional portion of sodium methoxide (60 mg, 1.1 mmol) is added and the reaction is once again refluxed for 24 hours. The reaction mixture is subsequently diluted with EtOAc (200 mL) and H2O (200 mL). The organic phase is then washed with saturated NaCl solution (2×200 mL), dried ove... The reactants are C(C1=CC=CC=C1)OC(=O)NCCCN1C(=CC2=CC(=CC=C12)C(NC1=CC=CC=C1)=O)C(=O)O ((3-benzyloxycarbonylamino-propyl)-5-phenylcarbamoyl-1H-indole-2-carboxylic acid). Reagents/catalysts: [Pd] (Palladium on carbon). Solvent: CO (methanol). Conditions: time 5 hour. The product is C(C)(=O)O.NCCCC1=C(NC2=CC=C(C=C12)C(NC1=CC=CC=C1)=O)C(=O)O (3-(3-Amino-propyl)-5-phenylcarbamoyl-1H-indole-2-carboxylic acid acetate salt), acetate salt. The yield is 71.0%. As a reaction SMILES: C(OC(NCCC[N:15]1[C:23]2[C:18](=[CH:19][C:20]([C:24](=[O:32])[NH:25][C:26]3[CH:31]=[CH:30][CH:29]=[CH:28][CH:27]=3)=[CH:21][CH:22]=2)[CH:17]=[C:16]1[C:33]([OH:35])=[O:34])=O)C1C=CC=CC=1>CO.[Pd]>[C:33]([OH:35])(=[O:34])[CH3:16].[NH2:15][CH2:16][CH2:17][CH2:18][C:17]1[C:18]2[C:23](=[CH:22][CH:21]=[C:20]([C:24](=[O:32])[NH:25][C:26]3[CH:27]=[CH:28][CH:29]=[CH:30][CH:31]=3)[CH:19]=2)[NH:15][C:16]=1[C:33]([OH:35])=[O:34] |f:3.4|. Procedure details: A reaction flask equipped with a stir bar was charged with a solution of the above carboxylic acid (40 mg, 0.08 mmol) in methanol (10 mL). 10% Palladium on carbon (20 mg) was added. The reaction mixture was sealed with a rubber septum and the air was evacuated under house vacuum. A balloon filled with hydrogen gas was attached to the flask, and the reaction mixture was stirred for 5 h. The mixture was filtered through diatomaceous earth and the filtrate was evaporated. The residue was washed wit... The reactants are COC(C1=C(N=C(C=C1)C)NC1=CC(=CC=C1)[N+](=O)[O-])=O (6-methyl-2-(3-nitrophenylamino)nicotinic acid methyl ester), [BH4-].[K+] (potassium borohydride), [Cl-].[Li+] (lithium chloride), [BH4-].[K+] (Potassium borohydride), O (water). Run in C1CCOC1 (THF). The product is OCC=1C(=NC(=CC1)C)NC1=CC(=CC=C1)[N+](=O)[O-] (3-hydroxymethyl-6-methyl-2-(3-nitrophenylamino)-pyridine). Isolated yield 88.5%. Reaction SMILES: C[O:2][C:3](=O)[C:4]1[CH:9]=[CH:8][C:7]([CH3:10])=[N:6][C:5]=1[NH:11][C:12]1[CH:17]=[CH:16][CH:15]=[C:14]([N+:18]([O-:20])=[O:19])[CH:13]=1.[BH4-].[K+].[Cl-].[Li+].O>C1COCC1>[OH:2][CH2:3][C:4]1[C:5]([NH:11][C:12]2[CH:17]=[CH:16][CH:15]=[C:14]([N+:18]([O-:20])=[O:19])[CH:13]=2)=[N:6][C:7]([CH3:10])=[CH:8][CH:9]=1 |f:1.2,3.4|. Procedure details: To a solution of 6-methyl-2-(3-nitrophenylamino)nicotinic acid methyl ester (13.84 g, 48.18 mmol) in THF (180 ml) was added potassium borohydride (3.12 g, 57.82 mmol) and lithium chloride (2.45 g, 58.82 mmol) and the mixture was heated under reflux. Potassium borohydride (0.52 g, 9.64 mmol) was added three times at one hour intervals and the mixture was further heated under reflux for 1 hour. Evaporation of the solvent under reduced pressure gave a residue which was admixed with water to form cr... Starting materials: COC(=O)C#N, C[Si](C)(C)[N-][Si](C)(C)C, CCCCCC, [Cl-], O=C1CCSc2c(F)cccc21, [Li+], [NH4+], C1CCOC1, O. Yields the product COC(=O)C1CSc2c(F)cccc2C1=O. Reaction SMILES: [C:23](#[N:24])[C:25](=[O:26])[O:27][CH3:28].[CH3:1][Si:2]([CH3:3])([CH3:4])[N-:5][Si:6]([CH3:7])([CH3:8])[CH3:9].[CH3:31][CH2:32][CH2:33][CH2:34][CH2:35][CH3:36].[Cl-:29].[F:11][c:12]1[cH:13][cH:14][cH:15][c:16]2[c:21]1[S:20][CH2:19][CH2:18][C:17]2=[O:22].[Li+:10].[NH4+:30].[O:37]1[CH2:38][CH2:39][CH2:40][CH2:41]1.[OH2:42]>>[F:11][c:12]1[cH:13][cH:14][cH:15][c:16]2[c:21]1[S:20][CH2:19][CH:18]([C:25](=[O:26])[O:27][CH3:28])[C:17]2=[O:22]. Reactants: C1CCOC1, COC(=O)c1sc(-c2ccc(OCc3c(-c4c(F)cccc4C(F)(F)F)noc3C3CC3)cc2C)nc1C, CO, Cl, [Li+], [OH-], O. The product is Cc1cc(OCc2c(-c3c(F)cccc3C(F)(F)F)noc2C2CC2)ccc1-c1nc(C)c(C(=O)O)s1. RXN SMILES: [CH2:44]1[O:45][CH2:46][CH2:47][CH2:48]1.[CH3:1][O:2][C:3](=[O:4])[c:5]1[c:6]([CH3:38])[n:7][c:8](-[c:10]2[c:11]([CH3:37])[cH:12][c:13]([O:16][CH2:17][c:18]3[c:19](-[c:26]4[c:27]([F:36])[cH:28][cH:29][cH:30][c:31]4[C:32]([F:33])([F:34])[F:35])[n:20][o:21][c:22]3[CH:23]3[CH2:24][CH2:25]3)[cH:14][cH:15]2)[s:9]1.[CH3:42][OH:43].[ClH:41].[Li+:40].[OH-:39].[OH2:49]>>[O:2]=[C:3]([OH:4])[c:5]1[c:6]([CH3:38])[n:7][c:8](-[c:10]2[c:11]([CH3:37])[cH:12][c:13]([O:16][CH2:17][c:18]3[c:19](-[c:26]4[c:27]([F:36])[cH:28][cH:29][cH:30][c:31]4[C:32]([F:33])([F:34])[F:35])[n:20][o:21][c:22]3[CH:23]3[CH2:24][CH2:25]3)[cH:14][cH:15]2)[s:9]1. Reactants: CC(C)C1=CC2=C(N=C3N(C2=O)C=C(C=C3)C(=O)O)S1 (2-(1-methylethyl)-4-oxo-4H-pyrido[1,2-a]thieno[2,3-d]pyrimidine-7-carboxylic acid), C(=O)(N1C=NC=C1)N1C=NC=C1 (1,1' carbonyldiimidazole), O.NC1=NN=NN1 (5-aminotetrazole monohydrate). Run in CN(C=O)C (dimethylformamide). Conditions: temperature 105 celsius, time 8 hour. The product is CC(C)C1=CC2=C(N=C3N(C2=O)C=C(C=C3)C(=O)NC3=NN=NN3)S1 (2-(1-methylethyl)-4-oxo-N-1H-tetrazol-5-yl-4H-pyrido[1,2-a]thieno[2,3-d]pyrimidine-7 -carboxamide). The yield is 50.7%. RXN SMILES: [CH3:1][CH:2]([C:4]1[S:20][C:7]2[N:8]=[C:9]3[CH:16]=[CH:15][C:14]([C:17](O)=[O:18])=[CH:13][N:10]3[C:11](=[O:12])[C:6]=2[CH:5]=1)[CH3:3].C(N1C=CN=C1)(N1C=CN=C1)=O.O.[NH2:34][C:35]1[NH:39][N:38]=[N:37][N:36]=1>CN(C)C=O>[CH3:3][CH:2]([C:4]1[S:20][C:7]2[N:8]=[C:9]3[CH:16]=[CH:15][C:14]([C:17]([NH:34][C:35]4[NH:39][N:38]=[N:37][N:36]=4)=[O:18])=[CH:13][N:10]3[C:11](=[O:12])[C:6]=2[CH:5]=1)[CH3:1] |f:2.3|. Procedure: 2.88 g (0.01 mol) of 2-(1-methylethyl)-4-oxo-4H-pyrido[1,2-a]thieno[2,3-d]pyrimidin-7-carboxylic acid (Example 18) and 3.31 g (0.02 mol) of 1,1' carbonyldiimidazole (Aldrich Chemical Company) in 100 ml of dimethylformamide are stirred and heated in a wax bath at 105° C. for ninety minutes under nitrogen. The mixture is cooled and stirred at room temperature for thirty minutes and 1.03 g (0.01 mol) of 5-aminotetrazole monohydrate (Aldrich Chemical Company) is added and the resulting mixture is st...